describe an organic reaction: reactants, conditions, products, and yield From a dataset of the Open Reaction Database (ORD), a public repository of structured organic reaction records. Reactants: [H-].[Na+] (Sodium hydride), COCCO (2methoxyethanol), C(C)OC(C1=CC(=CC(=C1)CBr)CBr)=O (3,5-bis[bromomethyl]benzoic acid ethyl ester). Product: C(C)OC(C1=CC(=CC(=C1)COCCOC)CBr)=O (3-Bromomethyl-5-[2-methoxyethoxymethyl]benzoic acid ethyl ester). Reaction SMILES: [H-].[Na+].[CH2:3]([O:5][C:6](=[O:17])[C:7]1[CH:12]=[C:11]([CH2:13][Br:14])[CH:10]=[C:9]([CH2:15]Br)[CH:8]=1)[CH3:4].[CH3:18][O:19][CH2:20][CH2:21][OH:22]>>[CH2:3]([O:5][C:6](=[O:17])[C:7]1[CH:8]=[C:9]([CH2:15][O:22][CH2:21][CH2:20][O:19][CH3:18])[CH:10]=[C:11]([CH2:13][Br:14])[CH:12]=1)[CH3:4] |f:0.1|. Procedure: Sodium hydride (0.357 g, 60% dispersion in oil) was added to 2methoxyethanol (10 ml) with stirring. After 10 minutes 3,5-bis[bromomethyl]benzoic acid ethyl ester (J. Chem. Soc. Chem. Commun. 1992, 22, 1647) (3 g) was added and the mixture stirred for 3 hours. The mixture was partitioned between ethyl acetate and water. The organic phase was dried (MgSO4) and evaporated. Purified by chromatography eluting with 20% ethyl acetate in isohexane. Yield 0.45 g.